This data is from the Open Reaction Database (ORD), a public repository of structured organic reaction records. The task is: describe an organic reaction: reactants, conditions, products, and yield Reactants: C1CCOC1, COC(=O)C1(NC(=O)C2CC(Oc3cc(-c4ccccc4)nc4cc(OC)ccc34)CN2C(=O)C(NC(=O)OC(C)(C)C)C(C)(C)C)CC12CCC2, CO, [Li+], [OH-], O. Yields the product COc1ccc2c(OC3CC(C(=O)NC4(C(=O)O)CC45CCC5)N(C(=O)C(NC(=O)OC(C)(C)C)C(C)(C)C)C3)cc(-c3ccccc3)nc2c1. RXN SMILES: [CH2:55]1[O:56][CH2:57][CH2:58][CH2:59]1.[CH3:1][O:2][C:3](=[O:4])[C:5]1([NH:11][C:12](=[O:13])[CH:14]2[N:15]([C:38]([CH:39]([C:40]([CH3:41])([CH3:42])[CH3:43])[NH:44][C:45](=[O:46])[O:47][C:48]([CH3:49])([CH3:50])[CH3:51])=[O:52])[CH2:16][CH:17]([O:19][c:20]3[cH:21][c:22](-[c:32]4[cH:33][cH:34][cH:35][cH:36][cH:37]4)[n:23][c:24]4[cH:25][c:26]([O:30][CH3:31])[cH:27][cH:28][c:29]34)[CH2:18]2)[CH2:6][C:7]12[CH2:8][CH2:9][CH2:10]2.[CH3:60][OH:61].[Li+:54].[OH-:53].[OH2:62]>>[O:2]=[C:3]([OH:4])[C:5]1([NH:11][C:12](=[O:13])[CH:14]2[N:15]([C:38]([CH:39]([C:40]([CH3:41])([CH3:42])[CH3:43])[NH:44][C:45](=[O:46])[O:47][C:48]([CH3:49])([CH3:50])[CH3:51])=[O:52])[CH2:16][CH:17]([O:19][c:20]3[cH:21][c:22](-[c:32]4[cH:33][cH:34][cH:35][cH:36][cH:37]4)[n:23][c:24]4[cH:25][c:26]([O:30][CH3:31])[cH:27][cH:28][c:29]34)[CH2:18]2)[CH2:6][C:7]12[CH2:8][CH2:9][CH2:10]2.